Dataset: the Open Reaction Database (ORD), a public repository of structured organic reaction records. Task: describe an organic reaction: reactants, conditions, products, and yield The product is C12(CC3CC(CC(C1)C3)C2)C2=CC=C(OC(C(=O)OC)C3=CC=C(C=C3)OC3=CC=C(C=C3)Cl)C=C2 (Methyl α-[p-(1-adamantyl)phenoxy]-α-[p-(p-chlorophenoxy)phenyl]acetate). Conditions: time 20 minute. Solvent: CO (methanol), C1=CC=CC=C1 (benzene). The reactants are C12(CC3CC(CC(C1)C3)C2)C2=CC=C(C=C2)O (p-(1-adamantyl)phenol), C[O-].[Na+] (sodium methoxide), [I-].[K+] (potassium iodide), BrC(C(=O)OC)C1=CC=C(C=C1)OC1=CC=C(C=C1)Cl (methyl α-bromo-α-[p-(p-chlorophenoxy)phenyl]acetate). Procedure: To a solution of 5.7 g of p-(1-adamantyl)phenol, 1.19 g of sodium methoxide and 50 mg of potassium iodide in 40 ml of methanol is added 7.11 g of methyl α-bromo-α-[p-(p-chlorophenoxy)phenyl]acetate in 10 ml of benzene. After 20 minutes, a white solid separates. The mixture is refluxed overnight, cooled and filtered to remove the white solid. The solid is heated in 50 ml of hot chloroform and filtered to remove a small amount of insoluble residue. The filtrate is diluted with 50 ml of hexane and ... Reaction SMILES: [C:1]12([C:11]3[CH:16]=[CH:15][C:14]([OH:17])=[CH:13][CH:12]=3)[CH2:10][CH:5]3[CH2:6][CH:7]([CH2:9][CH:3]([CH2:4]3)[CH2:2]1)[CH2:8]2.C[O-].[Na+].[I-].[K+].Br[CH:24]([C:29]1[CH:34]=[CH:33][C:32]([O:35][C:36]2[CH:41]=[CH:40][C:39]([Cl:42])=[CH:38][CH:37]=2)=[CH:31][CH:30]=1)[C:25]([O:27][CH3:28])=[O:26]>CO.C1C=CC=CC=1>[C:1]12([C:11]3[CH:12]=[CH:13][C:14]([O:17][CH:24]([C:29]4[CH:34]=[CH:33][C:32]([O:35][C:36]5[CH:37]=[CH:38][C:39]([Cl:42])=[CH:40][CH:41]=5)=[CH:31][CH:30]=4)[C:25]([O:27][CH3:28])=[O:26])=[CH:15][CH:16]=3)[CH2:8][CH:7]3[CH2:9][CH:3]([CH2:4][CH:5]([CH2:6]3)[CH2:10]1)[CH2:2]2 |f:1.2,3.4|. Reactants: CCOC(=O)CCc1ccc(O)c2c1CCCC2, Cc1nc(-c2ccc(C(F)(F)F)cc2)ccc1CCO. Yields the product CCOC(=O)CCc1ccc(OCCc2ccc(-c3ccc(C(F)(F)F)cc3)nc2C)c2c1CCCC2. Reaction SMILES: [CH2:1]([CH3:2])[O:3][C:4]([CH2:5][CH2:6][c:7]1[cH:8][cH:9][c:10]([OH:17])[c:11]2[c:16]1[CH2:15][CH2:14][CH2:13][CH2:12]2)=[O:18].[CH3:19][c:20]1[n:21][c:22](-[c:29]2[cH:30][cH:31][c:32]([C:35]([F:36])([F:37])[F:38])[cH:33][cH:34]2)[cH:23][cH:24][c:25]1[CH2:26][CH2:27][OH:28]>>[CH2:1]([CH3:2])[O:3][C:4]([CH2:5][CH2:6][c:7]1[cH:8][cH:9][c:10]([O:17][CH2:27][CH2:26][c:25]2[c:20]([CH3:19])[n:21][c:22](-[c:29]3[cH:30][cH:31][c:32]([C:35]([F:36])([F:37])[F:38])[cH:33][cH:34]3)[cH:23][cH:24]2)[c:11]2[c:16]1[CH2:15][CH2:14][CH2:13][CH2:12]2)=[O:18]. Reactants: CC(C)(C)OC(=O)N1CC2CCCC2C1, CCOC(=O)Cl, C1CCCCC1, CN(C)CCN(C)C, CCOCC, CCOC(C)=O, [Li]C(C)CC, Cl, C1CCOC1. Product: CCOC(=O)C1C2CCCC2CN1C(=O)OC(C)(C)C. As a reaction SMILES: [C:6]([CH3:7])([CH3:8])([CH3:9])[O:10][C:11](=[O:12])[N:13]1[CH2:14][CH:15]2[CH:16]([CH2:17]1)[CH2:18][CH2:19][CH2:20]2.[CH2:29]([CH3:30])[O:31][C:32](=[O:33])[Cl:34].[CH2:41]1[CH2:42][CH2:43][CH2:44][CH2:45][CH2:46]1.[CH3:21][N:22]([CH3:23])[CH2:24][CH2:25][N:26]([CH3:27])[CH3:28].[CH3:47][CH2:48][O:49][CH2:50][CH3:51].[CH3:52][CH2:53][O:54][C:55](=[O:56])[CH3:57].[CH:1]([Li:2])([CH2:3][CH3:4])[CH3:5].[ClH:35].[O:36]1[CH2:37][CH2:38][CH2:39][CH2:40]1>>[C:6]([CH3:7])([CH3:8])([CH3:9])[O:10][C:11](=[O:12])[N:13]1[CH:14]([C:32]([O:31][CH2:29][CH3:30])=[O:33])[CH:15]2[CH:16]([CH2:17]1)[CH2:18][CH2:19][CH2:20]2. The reactants are CCOC(=O)C1Cc2c([nH]c3ccccc23)CN1, CN(C)C=O, NN, O. Yields the product NNC(=O)C1Cc2c([nH]c3ccccc23)CN1. Reaction SMILES: [CH2:1]1[NH:2][CH:3]([C:14]([O:16][CH2:15][CH3:17])=[O:18])[CH2:4][c:5]2[c:6]3[cH:7][cH:8][cH:9][cH:10][c:11]3[nH:12][c:13]21.[CH3:22][N:23]([CH3:24])[CH:25]=[O:26].[NH2:20][NH2:21].[OH2:19]>>[CH2:1]1[NH:2][CH:3]([C:14](=[O:16])[NH:20][NH2:21])[CH2:4][c:5]2[c:6]3[cH:7][cH:8][cH:9][cH:10][c:11]3[nH:12][c:13]21. Starting materials: COC1=CC=C(C=C1C(=O)O)C(=O)N (6-methoxyisophthalamic acid), FC(OC1=C(N)C=CC=C1)(F)F (2-trifluoromethoxyaniline). The product is COC1=C(C=C(C(=O)N)C=C1)C(=O)NC1=C(C=CC=C1)OC(F)(F)F (4-methoxy-3-N-(2-trifluoromethoxyphenyl)-isophthalamide). RXN SMILES: [CH3:1][O:2][C:3]1[C:8]([C:9]([OH:11])=O)=[CH:7][C:6]([C:12]([NH2:14])=[O:13])=[CH:5][CH:4]=1.[F:15][C:16]([F:26])([F:25])[O:17][C:18]1[CH:24]=[CH:23][CH:22]=[CH:21][C:19]=1[NH2:20]>>[CH3:1][O:2][C:3]1[CH:4]=[CH:5][C:6]([C:12]([NH2:14])=[O:13])=[CH:7][C:8]=1[C:9]([NH:20][C:19]1[CH:21]=[CH:22][CH:23]=[CH:24][C:18]=1[O:17][C:16]([F:15])([F:25])[F:26])=[O:11]. Procedure details: The captioned compound was synthesized from 6-methoxyisophthalamic acid and 2-trifluoromethoxyaniline by the same procedure as in the manufacturing method described in step C of Example 1-3-1. The reactants are C[C@@H]1N(CCC1)[C@@H]1CN(CC1)C=1C=CC(=NC1)N (5-((2S,3′S)-2-Methyl-[1,3′]bipyrrolidinyl-1′-yl)-pyridin-2-ylamine), O1CCC(CC1)C(=O)O (tetrahydro-2H-pyran-4-carboxlic acid), CN1CCOCC1 (N-methylmorpholine), ON1N=NC2=C1C=CC=C2 (1-hydroxylbenzotriazole), CCN=C=NCCCN(C)C.Cl (EDCl), Cl (HCl). Solvent: C(Cl)Cl (DCM), CN(C)C=O (DMF). Conditions: time 16 hour. Product: C[C@@H]1N(CCC1)[C@@H]1CN(CC1)C=1C=CC(=NC1)NC(=O)C1CCOCC1 (Tetrahydro-pyran-4-carboxylic acid [5-((2S,3′S)-2-methyl-[1,3′]bipyrrolidinyl-1′-yl)-pyridin-2-yl]-amide). Yield: 3.6%. RXN SMILES: [CH3:1][C@H:2]1[CH2:6][CH2:5][CH2:4][N:3]1[C@H:7]1[CH2:11][CH2:10][N:9]([C:12]2[CH:13]=[CH:14][C:15]([NH2:18])=[N:16][CH:17]=2)[CH2:8]1.[O:19]1[CH2:24][CH2:23][CH:22]([C:25](O)=[O:26])[CH2:21][CH2:20]1.CN1CCOCC1.ON1C2C=CC=CC=2N=N1.CCN=C=NCCCN(C)C.Cl.Cl>C(Cl)Cl.CN(C=O)C>[CH3:1][C@H:2]1[CH2:6][CH2:5][CH2:4][N:3]1[C@H:7]1[CH2:11][CH2:10][N:9]([C:12]2[CH:13]=[CH:14][C:15]([NH:18][C:25]([CH:22]3[CH2:23][CH2:24][O:19][CH2:20][CH2:21]3)=[O:26])=[N:16][CH:17]=2)[CH2:8]1 |f:4.5|. Procedure details: To a solution of 5-((2S,3′S)-2-Methyl-[1,3′]bipyrrolidinyl-1′-yl)-pyridin-2-ylamine (0.091 g, 0.369 mmol) in DCM (3 mL) and DMF (1 mL), was added sequentially tetrahydro-2H-pyran-4-carboxlic acid (0.058 g, 0.443 mmol), N-methylmorpholine (0.122 mL, 1.11 mmol), 1-hydroxylbenzotriazole (HOBT) (0.065 g, 0.481 mmol), and EDCl.HCl (0.092 g, 0.481 mmol). The reaction mixture was stirred at room temperature for 16 hours. The reaction was quenched with a saturated aqueous solution of sodium bicarbonate ... Starting materials: FC1=C(N)C=C(C=C1)[N+](=O)[O-] (2-fluoro-5-nitroaniline), CN (methylamine), solution, C1CCOC1 (THF), C([O-])([O-])=O.[K+].[K+] (potassium carbonate). Solvent: CN1C(CCC1)=O (1-Methyl-2-pyrrolidinone). Conditions: temperature 120 celsius. The product is CNC=1C(=CC(=CC1)[N+](=O)[O-])N (N1-methyl-4-nitrobenzene-1,2-diamine). As a reaction SMILES: F[C:2]1[CH:8]=[CH:7][C:6]([N+:9]([O-:11])=[O:10])=[CH:5][C:3]=1[NH2:4].[CH3:12][NH2:13].C1COCC1.C(=O)([O-])[O-].[K+].[K+]>CN1CCCC1=O>[CH3:12][NH:13][C:2]1[C:3]([NH2:4])=[CH:5][C:6]([N+:9]([O-:11])=[O:10])=[CH:7][CH:8]=1 |f:3.4.5|. Reported procedure: In a 350 mL pressure flask, 2-fluoro-5-nitroaniline (10 g, 0.064 mol), methylamine as a 2M solution in THF (65 mL, 0.13 mol) and potassium carbonate (18 g, 0.13 mol) in 1-Methyl-2-pyrrolidinone (80 mL) were combined. The flask was sealed and heated to 120 degrees C. overnight. The reaction was monitored by TLC. When reaction was judged to be complete based upon consumption of 2-fluoro-5-nitroaniline, it was cooled to room temperature and poured into 2-3 times the total reaction volume of water. ... The reactants are O (Water), C([O-])([O-])=O.[K+].[K+] (potassium carbonate), BrCC1OCCO1 (2-bromomethyl-1,3-dioxolane), C(C)N1CCN(CC1)C1=NC(=CC2=CC=CC=C12)C1=CC=C(C=C1)O (1-(4-ethylpiperazin-1-yl)-3-(4-hydroxyphenyl)isoquinoline). The solvent is CN(C=O)C (N,N-dimethylformamide). Run at temperature 90 celsius, time 8 hour. Product: C(C)N1CCN(CC1)C1=NC(=CC2=CC=CC=C12)C1=CC=C(C=C1)OCC1OCCO1 (1(4-ethylpiperazin-1-yl)-3-[4-(1,3-dioxolan-2-ylmethyloxy)phenyl]isoquinoline). As a reaction SMILES: [CH2:1]([N:3]1[CH2:8][CH2:7][N:6]([C:9]2[C:18]3[C:13](=[CH:14][CH:15]=[CH:16][CH:17]=3)[CH:12]=[C:11]([C:19]3[CH:24]=[CH:23][C:22]([OH:25])=[CH:21][CH:20]=3)[N:10]=2)[CH2:5][CH2:4]1)[CH3:2].C(=O)([O-])[O-].[K+].[K+].Br[CH2:33][CH:34]1[O:38][CH2:37][CH2:36][O:35]1.O>CN(C)C=O>[CH2:1]([N:3]1[CH2:4][CH2:5][N:6]([C:9]2[C:18]3[C:13](=[CH:14][CH:15]=[CH:16][CH:17]=3)[CH:12]=[C:11]([C:19]3[CH:20]=[CH:21][C:22]([O:25][CH2:33][CH:34]4[O:38][CH2:37][CH2:36][O:35]4)=[CH:23][CH:24]=3)[N:10]=2)[CH2:7][CH2:8]1)[CH3:2] |f:1.2.3|. Procedure: The resulting 1-(4-ethylpiperazin-1-yl)-3-(4-hydroxyphenyl)isoquinoline (0.53 g) was dissolved in N,N-dimethylformamide (5 ml), to which were added potassium carbonate (0.24 g) and 2-bromomethyl-1,3-dioxolane (250 ml), and the mixture was stirred at 90° C. overnight. Water was added to the reaction solution, and then the mixture was extracted with ethyl acetate. The extract was washed with brine, and dried over magnesium sulfate. The solvent was evaporated, and the resulting residue was purified... The reactants are CCCc1ccc(O)cc1, CCCCCCCCC(Br)C(=O)Nc1cccc2cnccc12. Yields the product CCCCCCCCC(Oc1ccc(CCC)cc1)C(=O)Nc1cccc2cnccc12. Reaction SMILES: [CH2:24]([CH2:25][CH3:26])[c:27]1[cH:28][cH:29][c:30]([OH:33])[cH:31][cH:32]1.[cH:1]1[n:2][cH:3][cH:4][c:5]2[c:6]([NH:11][C:12]([CH:13]([CH2:14][CH2:15][CH2:16][CH2:17][CH2:18][CH2:19][CH2:20][CH3:21])[Br:22])=[O:23])[cH:7][cH:8][cH:9][c:10]12>>[cH:1]1[n:2][cH:3][cH:4][c:5]2[c:6]([NH:11][C:12]([CH:13]([CH2:14][CH2:15][CH2:16][CH2:17][CH2:18][CH2:19][CH2:20][CH3:21])[O:33][c:30]3[cH:29][cH:28][c:27]([CH2:24][CH2:25][CH3:26])[cH:32][cH:31]3)=[O:23])[cH:7][cH:8][cH:9][c:10]12.